This data is from the Open Reaction Database (ORD), a public repository of structured organic reaction records. The task is: describe an organic reaction: reactants, conditions, products, and yield Reactants: ClC1=NC=CC(=C1)OCC=1C=NC(=CC1)C (2-Chloro-4-((6-methylpyridin-3-yl)methoxy)pyridine), C(C)(=O)[O-].[NH4+] (ammonium acetate). Run in C(=O)O (formic acid), O (water). Product: CC1=CC=C(C=N1)COC1=CC(NC=C1)=O (4-((6-Methylpyridin-3-yl)methoxy)pyridin-2(1H)-one). Yield: 77.5%. As a reaction SMILES: Cl[C:2]1[CH:7]=[C:6]([O:8][CH2:9][C:10]2[CH:11]=[N:12][C:13]([CH3:16])=[CH:14][CH:15]=2)[CH:5]=[CH:4][N:3]=1.C([O-])(=[O:19])C.[NH4+]>C(O)=O.O>[CH3:16][C:13]1[N:12]=[CH:11][C:10]([CH2:9][O:8][C:6]2[CH:5]=[CH:4][NH:3][C:2](=[O:19])[CH:7]=2)=[CH:15][CH:14]=1 |f:1.2|. Procedure: 2-Chloro-4-((6-methylpyridin-3-yl)methoxy)pyridine (4.20 g, 17.9 mmol) and ammonium acetate (6.91 g, 89.7 mmol) were heated at 110° C. in a mixture of formic acid (20 mL) and water (20 mL) for 5 days. The mixture was concentrated to remove most of the liquid and then adjusted to pH 8 with NaHCO3 solution. The solid was filtered off to provide the title compound (3.0 g, 77%) as a white solid: 1H NMR (300 MHz, DMSO-d6) δ 11.27-11.04 (br s, 1H), 8.51 (s, 1H), 7.73 (d, J=7.1 Hz, 1H), 7.29-7.24 (m, 2...